From a dataset of the Open Reaction Database (ORD), a public repository of structured organic reaction records. describe an organic reaction: reactants, conditions, products, and yield Reactants: CC(C)(CO)NC(=O)OC(C)(C)C, ClCCl, CCOCC, [Na+], [OH-]. Yields the product CC(C)(C=O)NC(=O)OC(C)(C)C. Reaction SMILES: [C:1](=[O:2])([O:3][C:4]([CH3:5])([CH3:6])[CH3:7])[NH:8][C:9]([CH2:10][OH:11])([CH3:12])[CH3:13].[CH2:16]([Cl:17])[Cl:18].[CH3:19][CH2:20][O:21][CH2:22][CH3:23].[Na+:15].[OH-:14]>>[C:1](=[O:2])([O:3][C:4]([CH3:5])([CH3:6])[CH3:7])[NH:8][C:9]([CH:10]=[O:11])([CH3:12])[CH3:13]. Reactants: C(C)O (ethanol), CNC(=O)NC (1,3-dimethylurea), C(CC(=O)O)(=O)O (malonic acid), C(C)(=O)OC(C)=O (acetic anhydride). Solvent: C(C)(=O)O (acetic acid). Conditions: time 6 hour. Yields the product CN1C(=O)N(C(=O)CC1=O)C (1,3-dimethylbarbituric acid). The yield is 73.4%. As a reaction SMILES: [CH3:1][NH:2][C:3]([NH:5][CH3:6])=[O:4].[C:7]([OH:13])(=O)[CH2:8][C:9]([OH:11])=O.C(OC(=O)C)(=O)C.C(O)C>C(O)(=O)C>[CH3:1][N:2]1[C:7](=[O:13])[CH2:8][C:9](=[O:11])[N:5]([CH3:6])[C:3]1=[O:4]. Procedure: That is, 276 g (3.14 moles) of 1,3-dimethylurea and 376 g (3.62 moles) of malonic acid were dissolved in 600 ml of glacial acetic acid at 60° to 70° C., and then, after adding thereto 1250 ml of acetic anhydride, the temperature of the mixture was gradually increased to 90° C. Then, after stirring the mixture for 6 hours at the same temperature, the reaction mixture was allowed to stand overnight at room temperature and glacial acetic acid and acetic anhydride were distilled off under reduced pr...